From a dataset of the Open Reaction Database (ORD), a public repository of structured organic reaction records. describe an organic reaction: reactants, conditions, products, and yield Reactants: OC1=NN=CC2=CC(=CC=C12)C=1C=C(C(=O)OCC)C=CC1C (Ethyl 3-(1-hydroxyphthalazin-6-yl)-4-methylbenzoate), P(=O)(Cl)(Cl)Cl (phosphorus oxychioride). Solvent: C(C)#N (acetonitrile). Conditions: temperature 90 celsius, time 4 hour. Yields the product ClC1=NN=CC2=CC(=CC=C12)C=1C=C(C(=O)OCC)C=CC1C (ethyl 3-(1-chlorophthalazin-6-yl)-4-methylbenzoate). As a reaction SMILES: O[C:2]1[C:11]2[C:6](=[CH:7][C:8]([C:12]3[CH:13]=[C:14]([CH:20]=[CH:21][C:22]=3[CH3:23])[C:15]([O:17][CH2:18][CH3:19])=[O:16])=[CH:9][CH:10]=2)[CH:5]=[N:4][N:3]=1.P(Cl)(Cl)([Cl:26])=O>C(#N)C>[Cl:26][C:2]1[C:11]2[C:6](=[CH:7][C:8]([C:12]3[CH:13]=[C:14]([CH:20]=[CH:21][C:22]=3[CH3:23])[C:15]([O:17][CH2:18][CH3:19])=[O:16])=[CH:9][CH:10]=2)[CH:5]=[N:4][N:3]=1. Procedure details: Ethyl 3-(1-hydroxyphthalazin-6-yl)-4-methylbenzoate (5.5 g) was suspended in acetonitrile (50 mL), and was treated with phosphorus oxychioride (3 mL, 36 mmol). The mixture was stirred at 90° C. for 4 h. The mixture was concentrated to remove all solvent, and redissolved in ethyl acetate (200 mL). The organic solution was washed with water (3×20 mL), brine (20 mL), and was dried over anhydrous Na2SO4, and concentrated in vacuo to give ethyl 3-(1-chlorophthalazin-6-yl)-4-methylbenzoate as a pale y...